Dataset: the Open Reaction Database (ORD), a public repository of structured organic reaction records. Task: describe an organic reaction: reactants, conditions, products, and yield Starting materials: FC1=NC(=CC=C1)F (2,6-difluoropyridine), CC(C)([O-])C.[K+] (potassium tert-butoxide), C(CC)OCCO (2-Propoxyethanol). The solvent is C1CCOC1 (THF), C1CCOC1 (THF), [Cl-].[Na+].O (brine). Yields the product FC1=NC(=CC=C1)OCCOCCC (2-fluoro-6-(2-propoxyethoxy)-pyridine). Yield: 93.0%. Reaction SMILES: [CH2:1]([O:4][CH2:5][CH2:6][OH:7])[CH2:2][CH3:3].CC(C)([O-])C.[K+].F[C:15]1[CH:20]=[CH:19][CH:18]=[C:17]([F:21])[N:16]=1>C1COCC1.[Cl-].[Na+].O>[F:21][C:17]1[CH:18]=[CH:19][CH:20]=[C:15]([O:7][CH2:6][CH2:5][O:4][CH2:1][CH2:2][CH3:3])[N:16]=1 |f:1.2,5.6.7|. Procedure details: 2-Propoxyethanol (1.89 g, 18.1 mmol) was dissolved in 50 mL THF, treated with potassium tert-butoxide (3.05 g, 27.2 mmol), stirred to uniform solution, placed in an addition funnel, and added dropwise to a solution of 2,6-difluoropyridine in 50 mL THF. After stirring overnight at room temperature, the solution was diluted with brine and extracted with ether. The ether extracts were combined and dried over Na2SO4, then concentrated in vacuo to yield 2-fluoro-6-(2-propoxyethoxy)-pyridine (3.33 g, ... Starting materials: C(C)OC(CC1=CC(=C(C=C1)OC)OC1=C(C=C(C=C1)Cl)CO)=O ([3-(4-chloro-2-hydroxymethyl-phenoxy)-4-methoxy-phenyl]-acetic acid ethyl ester), P(Br)(Br)Br (phosphorus tribromide). Run in COCCOC (DME). Conditions: time 3 hour. Product: C(C)OC(CC1=CC(=C(C=C1)OC)OC1=C(C=C(C=C1)Cl)CBr)=O ([3-(2-Bromomethyl-4-chloro-phenoxy)-4-methoxy-phenyl]-acetic acid ethyl ester). RXN SMILES: [CH2:1]([O:3][C:4](=[O:24])[CH2:5][C:6]1[CH:11]=[CH:10][C:9]([O:12][CH3:13])=[C:8]([O:14][C:15]2[CH:20]=[CH:19][C:18]([Cl:21])=[CH:17][C:16]=2[CH2:22]O)[CH:7]=1)[CH3:2].P(Br)(Br)[Br:26]>COCCOC>[CH2:1]([O:3][C:4](=[O:24])[CH2:5][C:6]1[CH:11]=[CH:10][C:9]([O:12][CH3:13])=[C:8]([O:14][C:15]2[CH:20]=[CH:19][C:18]([Cl:21])=[CH:17][C:16]=2[CH2:22][Br:26])[CH:7]=1)[CH3:2]. Reported procedure: To [3-(4-chloro-2-hydroxymethyl-phenoxy)-4-methoxy-phenyl]-acetic acid ethyl ester (0.9 g 2.6 mmol) in DME was added phosphorus tribromide (0.37 mL, 3.9 mmol), and the reaction was stirred for 3 hours at room temperature. The mixture was worked-up to give the title compound. The reactants are CC(C)=O, [Na+], O, C=C(C)C(C(=O)OCc1ccc(OC)cc1)N1C(=O)C(NC(=O)Cc2ccccc2)C1SSc1nc2ccccc2s1, O=S(=S)(Oc1nc2ccccc2s1)c1ccccc1, O=S([O-])c1ccccc1. Yields the product C=C(C)C(C(=O)OCc1ccc(OC)cc1)N1C(=O)C(NC(=O)Cc2ccccc2)C1SS(=O)(=O)c1ccccc1. Reaction SMILES: [CH3:73][C:74](=[O:75])[CH3:76].[Na+:72].[OH2:62].[c:1]1([CH2:7][C:8](=[O:9])[NH:10][CH:11]2[C:12](=[O:42])[N:13]([CH:26]([C:27](=[O:28])[O:29][CH2:30][c:31]3[cH:32][cH:33][c:34]([O:37][CH3:38])[cH:35][cH:36]3)[C:39](=[CH2:40])[CH3:41])[CH:14]2[S:15][S:16][c:17]2[s:18][c:19]3[cH:20][cH:21][cH:22][cH:23][c:24]3[n:25]2)[cH:2][cH:3][cH:4][cH:5][cH:6]1.[c:43]1([S:49](=[O:50])([O:51][c:52]2[s:53][c:54]3[cH:55][cH:56][cH:57][cH:58][c:59]3[n:60]2)=[S:61])[cH:44][cH:45][cH:46][cH:47][cH:48]1.[c:63]1([S:64]([O-:65])=[O:66])[cH:67][cH:68][cH:69][cH:70][cH:71]1>>[c:1]1([CH2:7][C:8](=[O:9])[NH:10][CH:11]2[C:12](=[O:42])[N:13]([CH:26]([C:27](=[O:28])[O:29][CH2:30][c:31]3[cH:32][cH:33][c:34]([O:37][CH3:38])[cH:35][cH:36]3)[C:39](=[CH2:40])[CH3:41])[CH:14]2[S:51][S:49]([c:43]2[cH:44][cH:45][cH:46][cH:47][cH:48]2)(=[O:50])=[O:61])[cH:2][cH:3][cH:4][cH:5][cH:6]1. Reactants: ClC1=C(C=CC=C1)O (2-chlorophenol), ClS(=O)(=O)N=C=O (chlorosulfonyl isocyanate), C1(=CC=CC=C1)C (toluene). Run in C1CCCCC1.C1=CC=CC=C1 (cyclohexane benzene). Product: ClC1=C(C=CC=C1)OS(N)(=O)=O (Sulfamic acid 2-chlorophenyl ester). The yield is 58.8%. RXN SMILES: [Cl:1][C:2]1[CH:7]=[CH:6][CH:5]=[CH:4][C:3]=1[OH:8].Cl[S:10]([N:13]=C=O)(=[O:12])=[O:11].C1(C)C=CC=CC=1>C1CCCCC1.C1C=CC=CC=1>[Cl:1][C:2]1[CH:7]=[CH:6][CH:5]=[CH:4][C:3]=1[O:8][S:10](=[O:12])(=[O:11])[NH2:13] |f:3.4|. Procedure details: This compound was prepared by the procedure used in Example 84. A mixture of 12.8 g (0.1 mole) of 2-chlorophenol, 14.8 g (0.105 mole) of chlorosulfonyl isocyanate and 75 ml of toluene gave 12.2 g (59%) of the title compound as a white solid, mp 62.5°-63.5° C. (cyclohexane-benzene). The reactants are C(C1=CC=CC=C1)(=O)C1=CC(=CN1)C(=O)OC (methyl 1-5-benzoylpyrrole-3-carboxylate), C(C)O (ethanol), [OH-].[Na+] (sodium hydroxide), C(C)O (ethanol). Product: CN1C=C(C=C1C(C1=CC=CC=C1)=O)C(=O)O (1-Methyl-5-benzoylpyrrole-3-carboxylic Acid). As a reaction SMILES: [C:1]([C:9]1[NH:13][CH:12]=[C:11]([C:14]([O:16]C)=[O:15])[CH:10]=1)(=[O:8])[C:2]1[CH:7]=[CH:6][CH:5]=[CH:4][CH:3]=1.[OH-].[Na+].[CH2:20](O)C>>[CH3:20][N:13]1[C:9]([C:1](=[O:8])[C:2]2[CH:3]=[CH:4][CH:5]=[CH:6][CH:7]=2)=[CH:10][C:11]([C:14]([OH:16])=[O:15])=[CH:12]1 |f:1.2|. Procedure details: The entire batch of methyl 1-5-benzoylpyrrole-3-carboxylate from Example 84 was combined with 200 ml. of ethanol and 100 ml. of 1 N sodium hydroxide and refluxed for 2 hours. The ethanol was boiled away, the aqueous residue was cooled to room temperature, extracted with 25 ml. of ether and acidified with conc. hydrochloric acid to yield crystalline product (4 g., m.p. 210°-212° C.). A portion (1.5 g.) was recrystallized from acetone to yield purified 1-methyl-5-benzoylpyrrole-3-carboxylic acid (... Starting materials: B, CO, O=Cc1ccccc1, Cl, NCC1CN(C(=O)OCc2ccccc2)CC1F, [Na+], [OH-], c1ccncc1. Product: O=C(OCc1ccccc1)N1CC(F)C(CNCc2ccccc2)C1. Reaction SMILES: [BH3:33].[CH3:37][OH:38].[CH:19](=[O:20])[c:21]1[cH:22][cH:23][cH:24][cH:25][cH:26]1.[ClH:34].[NH2:1][CH2:2][CH:3]1[CH2:4][N:5]([C:9](=[O:10])[O:11][CH2:12][c:13]2[cH:14][cH:15][cH:16][cH:17][cH:18]2)[CH2:6][CH:7]1[F:8].[Na+:36].[OH-:35].[n:27]1[cH:28][cH:29][cH:30][cH:31][cH:32]1>>[NH:1]([CH2:2][CH:3]1[CH2:4][N:5]([C:9](=[O:10])[O:11][CH2:12][c:13]2[cH:14][cH:15][cH:16][cH:17][cH:18]2)[CH2:6][CH:7]1[F:8])[CH2:19][c:21]1[cH:22][cH:23][cH:24][cH:25][cH:26]1. Starting materials: COC1=CC2=C(CC(N(CC2)CCCCl)=O)C=C1OC (1-(7,8-dimethoxy-1,3,4,5-tetrahydro-2H-3-benzazepin-2-on-3-yl)-3-chloro-propane), CN (methylamine). Run in [OH-].[Na+] (sodium hydroxide). Yields the product Cl.COC1=CC2=C(CC(N(CC2)CCCNC)=O)C=C1OC (N-[3-(7,8-Dimethoxy-1,3,4,5-tetrahydro-2H-3-benzazepin-2-on-3-yl)-propyl]methylamine-hydrochloride). Reaction SMILES: [CH3:1][O:2][C:3]1[C:18]([O:19][CH3:20])=[CH:17][C:6]2[CH2:7][C:8](=[O:16])[N:9]([CH2:12][CH2:13][CH2:14][Cl:15])[CH2:10][CH2:11][C:5]=2[CH:4]=1.[CH3:21][NH2:22]>[OH-].[Na+]>[ClH:15].[CH3:1][O:2][C:3]1[C:18]([O:19][CH3:20])=[CH:17][C:6]2[CH2:7][C:8](=[O:16])[N:9]([CH2:12][CH2:13][CH2:14][NH:22][CH3:21])[CH2:10][CH2:11][C:5]=2[CH:4]=1 |f:2.3,4.5|. Procedure: First, 1-(7,8-dimethoxy-1,3,4,5-tetrahydro-2H-3-benzazepin-2-on-3-yl)-3-chloro-propane (5.9 g, 0.020 mol) and methylamine (14 g, 0.45 mol) are heated to 130° C. for 1 hour in a sealed tube. Then, the cooled reaction product is taken up in semi-concentrated sodium hydroxide solution and extracted with methylene chloride. After the extract has been dried and concentrated, the hydrochloride is precipitated from acetone/ether with ethereal hydrochloric acid. The reactants are C(\C=C\C(=O)O)(=O)OC (methyl hydrogen fumarate), ClCC(=O)N(CC)CC (2-chloro-N,N-diethylacetamide), C(O)([O-])=O.[Cs+] (cesium hydrogen carbonate). Run in CN1CCCC1=O (NMP). The product is C(\C=C\C(=O)OC)(=O)OCC(N(CC)CC)=O ((N,N-Diethylcarbamoyl)methyl methyl (2E)but-2-ene-1,4-dioate). Yield: 50.7%. As a reaction SMILES: [C:1]([O:8][CH3:9])(=[O:7])/[CH:2]=[CH:3]/[C:4]([OH:6])=[O:5].Cl[CH2:11][C:12]([N:14]([CH2:17][CH3:18])[CH2:15][CH3:16])=[O:13].C(=O)([O-])O.[Cs+]>CN1C(=O)CCC1>[C:4]([O:6][CH2:11][C:12](=[O:13])[N:14]([CH2:17][CH3:18])[CH2:15][CH3:16])(=[O:5])/[CH:3]=[CH:2]/[C:1]([O:8][CH3:9])=[O:7] |f:2.3|. Procedure details: Following general procedure A, methyl hydrogen fumarate (MHF) (0.39 g, 3.00 mmol) dissolved in NMP was reacted at ca. 55° C. with 2-chloro-N,N-diethylacetamide (0.44 g, 3.00 mmol) in the presence of CsHCO3 (0.69 g, 3.60 mmol) to afford 0.37 g (51% yield) of the title compound (1) after purification by silica gel column chromatography (Biotage) using a mixture of ethyl acetate (EtOAc) and hexanes (1:1) as eluent. M.p.: 53-56° C. 1H NMR (CDCl3, 400 MHz): δ 6.99-6.90 (m, 2H), 4.83 (s, 2H), 3.80 (s,... The reactants are N([C@@H](CC1=CN(C=N1)C(=O)OC(C)(C)C)C(=O)O)C(=O)OC(C)(C)C (Boc-His(Boc)-OH), C1CCC(CC1)N=C=NC2CCCCC2 (DCC), CN(C)C=O (DMF), C(C)(=O)OCC (ethyl acetate). Reaction conditions: time 12 hour. The product is C(=O)(OC(C)(C)C)OC([C@@H](NC(=O)OC(C)(C)C)CC1=CNC=N1)=O (Boc-Histidine(Boc) ester). Yield: 38.0%. Reaction SMILES: [NH:1]([C:19]([O:21][C:22]([CH3:25])([CH3:24])[CH3:23])=[O:20])[C@H:2]([C:16]([OH:18])=[O:17])[CH2:3][C:4]1[N:8]=[CH:7][N:6](C(OC(C)(C)C)=O)[CH:5]=1.C1CCC(N=C=N[CH:35]2[CH2:40][CH2:39]CCC2)CC1.[CH3:41]N(C=O)C.[C:46]([O:49]CC)(=[O:48])C>>[C:46]([O:18][C:16](=[O:17])[C@H:2]([CH2:3][C:4]1[N:8]=[CH:7][NH:6][CH:5]=1)[NH:1][C:19]([O:21][C:22]([CH3:23])([CH3:24])[CH3:25])=[O:20])([O:49][C:40]([CH3:39])([CH3:35])[CH3:41])=[O:48]. Procedure details: A mixture of Boc-His(Boc)-OH (506 mg, 1.42 mmol), Compound I-5 (418 mg, 0.92 mmol) and DCC (195 mg, 0.96 mmol) in CE2Cl2 /DMF (1:1, 2.4 mL) was stirred 12 hours at ambient temperature. The reaction mixture was diluted with ethyl acetate (25 mL) and filtered. The ethyl acetate layer was washed with a 2% NaHCO3 solution (2×20 mL), saturated NaCl solution (1×20 mL) and dried (MgSO4). Petroleum ether was added and a yellowish-green precipitate was collected. Purification by column chromatography (si... The reactants are C(C)(C)(C)OC(COC1=CC(=CC=C1)C(CN1CC(CC1)O)N(C)C(CC=1OC2=C(C1)C=CC=C2)=O)=O ({3-(1-[(Benzofuran-2-yl-acetyl)-methyl-amino]-2-(3-hydroxy-pyrrolidin-1-yl)-ethyl]-phenoxy}-acetic acid tert-butyl ester), Cl (HCl). Run in ClCCl (dichloromethane). Reaction conditions: time 22 hour. Product: O1C(=CC2=C1C=CC=C2)CC(=O)N(C(CN2CC(CC2)O)C=2C=C(OCC(=O)O)C=CC2)C ({3-[1-[(Benzofuran-2-yl-acetyl)-methyl-amino]-2-(3-hydroxy-pyrrolidin-1-yl)-ethyl]-phenoxy}-acetic acid). Reaction SMILES: C([O:5][C:6](=[O:37])[CH2:7][O:8][C:9]1[CH:14]=[CH:13][CH:12]=[C:11]([CH:15]([N:23]([C:25](=[O:36])[CH2:26][C:27]2[O:28][C:29]3[CH:35]=[CH:34][CH:33]=[CH:32][C:30]=3[CH:31]=2)[CH3:24])[CH2:16][N:17]2[CH2:21][CH2:20][CH:19]([OH:22])[CH2:18]2)[CH:10]=1)(C)(C)C.Cl>ClCCl>[O:28]1[C:29]2[CH:35]=[CH:34][CH:33]=[CH:32][C:30]=2[CH:31]=[C:27]1[CH2:26][C:25]([N:23]([CH3:24])[CH:15]([C:11]1[CH:10]=[C:9]([CH:14]=[CH:13][CH:12]=1)[O:8][CH2:7][C:6]([OH:37])=[O:5])[CH2:16][N:17]1[CH2:21][CH2:20][CH:19]([OH:22])[CH2:18]1)=[O:36]. Procedure: To a solution of Example 32 (0.824 g, 1.62 mmol) in dichloromethane (15 mL) was added HCl (3 mL of 4 M solution in dioxan). After stirring for 22 hours, all volatiles were removed in vacuo, and the resulting solid was washed with ethyl acetate (twice). The remaining solid was dissolved in acetonitrile and treated with diethyl ether. The precipitate was allowed to settle and the supernatant discarded. The solid was dried to give the product as an off-white solid.